Dataset: the Open Reaction Database (ORD), a public repository of structured organic reaction records. Task: describe an organic reaction: reactants, conditions, products, and yield Starting materials: Cl.CN(C1=CC=CC=C1)C (N,N-dimethylaniline hydrochloride), C(=O)(Cl)Cl (carbonyl chloride), C(C)OC(OCC)[SiH2]CCCN (γ-diethoxymethylsilylpropylamine), CN(C1=CC=CC=C1)C (N,N-dimethylaniline). Solvent: C1(=CC=CC=C1)C (toluene), C1(=CC=CC=C1)C (toluene). Conditions: time 3 hour. The product is C(C)OC(OCC)[SiH2]CCCN=C=O (γ-diethoxymethylsilylpropyl isocyanate). The yield is 71.9%. As a reaction SMILES: [C:1](Cl)(Cl)=[O:2].[CH2:5]([O:7][CH:8]([SiH2:12][CH2:13][CH2:14][CH2:15][NH2:16])[O:9][CH2:10][CH3:11])[CH3:6].CN(C)C1C=CC=CC=1.Cl.CN(C)C1C=CC=CC=1>C1(C)C=CC=CC=1>[CH2:10]([O:9][CH:8]([SiH2:12][CH2:13][CH2:14][CH2:15][N:16]=[C:1]=[O:2])[O:7][CH2:5][CH3:6])[CH3:11] |f:3.4|. Procedure details: In 150 ml of toluene was dissolved 9.9 g of carbonyl chloride, and a solution of 19.1 g of γ-diethoxymethylsilylpropylamine and 24.2 g of N,N-dimethylaniline in 50 ml of toluene was dropped into the above solution at -5° C. to -10° C. over a period of 3 hours to effect reaction. After the reaction, N,N-dimethylaniline hydrochloride was removed by filtration, the filtrate was distilled to recover toluene, and a fraction having a boiling point of 91° C. to 93° C. under 9 mmHg was collected. Then, ... Reactants: CO, COC=O, [N-]=[N+]=[N-], [Na+], O, c1ccc(CCCCCOCC2CO2)cc1. Yields the product [N-]=[N+]=NCC(O)COCCCCCc1ccccc1. As a reaction SMILES: [CH3:21][OH:22].[CH:23]([O:24][CH3:25])=[O:26].[N-:18]=[N+:19]=[N-:20].[Na+:17].[OH2:27].[c:1]1([CH2:7][CH2:8][CH2:9][CH2:10][CH2:11][O:12][CH2:13][CH:14]2[O:15][CH2:16]2)[cH:2][cH:3][cH:4][cH:5][cH:6]1>>[c:1]1([CH2:7][CH2:8][CH2:9][CH2:10][CH2:11][O:12][CH2:13][CH:14]([OH:15])[CH2:16][N:18]=[N+:19]=[N-:20])[cH:2][cH:3][cH:4][cH:5][cH:6]1.